Task: describe an organic reaction: reactants, conditions, products, and yield. Dataset: the Open Reaction Database (ORD), a public repository of structured organic reaction records Reactants: CN(C1(CCC(CC1)CNC(=O)N1CC(CCC1)C1=CNC2=CC=CC=C12)C1=CC=CC=C1)C (3-(1H-indol-3-yl)piperidine-1-carboxylic acid-(4-dimethylamino-4-phenylcyclohexylmethyl)-amide), C(CC(O)(C(=O)O)CC(=O)O)(=O)O (Citric acid). Solvent: C(C)O (ethanol). Product: C(CC(O)(C(=O)O)CC(=O)O)(=O)O.CN(C1(CCC(CC1)CNC(=O)N1CC(CCC1)C1=CNC2=CC=CC=C12)C1=CC=CC=C1)C (3-(1H-indol-3-yl)piperidine-1-carboxylic acid-(4-dimethylamino-4-phenylcyclohexylmethyl)-amide citrate). Reaction SMILES: [CH3:1][N:2]([CH3:34])[C:3]1([C:28]2[CH:33]=[CH:32][CH:31]=[CH:30][CH:29]=2)[CH2:8][CH2:7][CH:6]([CH2:9][NH:10][C:11]([N:13]2[CH2:18][CH2:17][CH2:16][CH:15]([C:19]3[C:27]4[C:22](=[CH:23][CH:24]=[CH:25][CH:26]=4)[NH:21][CH:20]=3)[CH2:14]2)=[O:12])[CH2:5][CH2:4]1.[C:35]([OH:47])(=[O:46])[CH2:36][C:37]([CH2:42][C:43]([OH:45])=[O:44])([C:39]([OH:41])=[O:40])[OH:38]>C(O)C>[C:35]([OH:47])(=[O:46])[CH2:36][C:37]([CH2:42][C:43]([OH:45])=[O:44])([C:39]([OH:41])=[O:40])[OH:38].[CH3:1][N:2]([CH3:34])[C:3]1([C:28]2[CH:29]=[CH:30][CH:31]=[CH:32][CH:33]=2)[CH2:8][CH2:7][CH:6]([CH2:9][NH:10][C:11]([N:13]2[CH2:18][CH2:17][CH2:16][CH:15]([C:19]3[C:27]4[C:22](=[CH:23][CH:24]=[CH:25][CH:26]=4)[NH:21][CH:20]=3)[CH2:14]2)=[O:12])[CH2:5][CH2:4]1 |f:3.4|. Procedure: The polar diastereoisomer of 3-(1H-indol-3-yl)piperidine-1-carboxylic acid-(4-dimethylamino-4-phenylcyclohexylmethyl)-amide (214 mg, 0.467 mmole) was dissolved in abs. ethanol (3 ml). Citric acid (90.6 mg, 0.471 mmole) was added in one portion at ca. 40° C. while stirring. The reaction mixture was stirred for 2 hours at RT. During this time no precipitate formed. Ethanol was distilled off down to a volume of 1 ml. Diethyl ether (10 ml) was added to the residue. The suspension was stirred for 20 ...